Dataset: the Open Reaction Database (ORD), a public repository of structured organic reaction records. Task: describe an organic reaction: reactants, conditions, products, and yield Reactants: CN1CCC(CC1)NC1=NC=C(C(=N1)C(F)(F)F)C(=O)OC (methyl 2-[(1-methylpiperidin-4-yl)amino]-4-(trifluoromethyl)pyrimidine-5-carboxylate), Cl (hydrochloric acid). Reaction conditions: time 31.5 hour. Product: Cl.CN1CCC(CC1)NC1=NC=C(C(=N1)C(F)(F)F)C(=O)O (2-[(1-methylpiperidin-4-yl)-amino]-4-(trifluoromethyl)pyrimidine-5-carboxylic acid hydrochloride). As a reaction SMILES: [CH3:1][N:2]1[CH2:7][CH2:6][CH:5]([NH:8][C:9]2[N:14]=[C:13]([C:15]([F:18])([F:17])[F:16])[C:12]([C:19]([O:21]C)=[O:20])=[CH:11][N:10]=2)[CH2:4][CH2:3]1.[ClH:23]>>[ClH:23].[CH3:1][N:2]1[CH2:7][CH2:6][CH:5]([NH:8][C:9]2[N:14]=[C:13]([C:15]([F:18])([F:16])[F:17])[C:12]([C:19]([OH:21])=[O:20])=[CH:11][N:10]=2)[CH2:4][CH2:3]1 |f:2.3|. Procedure: A mixture of methyl 2-[(1-methylpiperidin-4-yl)amino]-4-(trifluoromethyl)pyrimidine-5-carboxylate (322 mg) and 6 M hydrochloric acid (3 mL) was stirred for 31.5 hours under heating with reflux. The reaction liquid was concentrated under reduced pressure, and the residue was solidified from a mixed solvent of diisopropyl ether and ethyl acetate, and then the obtained solid was washed with ethyl acetate to obtain 2-[(1-methylpiperidin-4-yl)-amino]-4-(trifluoromethyl)pyrimidine-5-carboxylic acid hy... The reactants are C1(=CC=C(C=C1)S(=O)(=O)O)C (p-toluenesulfonic acid), CC1(OC12CC=C(CC2)C)C (2,2,6-trimethyl-1-oxaspiro(2.5)oct-5-ene), [OH-].[Na+] (sodium hydroxide). The solvent is CO (methanol), CO (methanol). Reaction conditions: time 2 hour. Product: CC1=CCC(CC1)(O)C(C)(C)OC ((±)-4-Methyl-1-(1-methoxy-1-methylethyl)-3-cyclohexen-1-ol). Reaction SMILES: [C:1]1([CH3:11])[CH:6]=[CH:5][C:4](S(O)(=O)=O)=[CH:3][CH:2]=1.[CH3:12][C:13]1([CH3:22])[C:15]2(CCC(C)=CC2)[O:14]1.[OH-:23].[Na+]>CO>[CH3:11][C:1]1[CH2:6][CH2:5][C:4]([C:13]([O:14][CH3:15])([CH3:22])[CH3:12])([OH:23])[CH2:3][CH:2]=1 |f:2.3|. Procedure: To a stirred solution of 0.8 g of p-toluenesulfonic acid in 125 ml of methanol held at 3°-5° C. was added dropwise over 0.5 hour a solution of 15.2 g of 2,2,6-trimethyl-1-oxaspiro(2.5)oct-5-ene in 25 ml of methanol. After an additional 2 hours at 5° C. and 2 hours at 5°-20° C., the mixture was treated with 2 ml of 15% sodium hydroxide and concentrated at a water pump at below 60° C. The residue was dissolved in methylene chloride, washed, dried and Claisen-distilled to give 15.6 g of the desired... Reactants: C(C)NCC1=C(C=CC(=C1)Cl)OCC(=C)C (N-ethyl-5-chloro-2-(2-methylprop-2-en-1-yloxy)benzylamine), ClC1=CC=C(N=N1)C(=O)N (6-chloropyridazine-3-carboxamide), C(C)(C)N(CC)C(C)C (di-isopropylethylamine). Run in CN(C)C=O (DMF), O (water). Yields the product ClC=1C=CC(=C(CN(CC)C2=CC=C(N=N2)C(=O)N)C1)OCC(=C)C (6-[N-(5-Chloro-2-(2-methylprop-2-en-1-yloxy)benzyl)-N-ethylamino]pyridazine-3-carboxamide). The yield is 58.0%. As a reaction SMILES: [CH2:1]([NH:3][CH2:4][C:5]1[CH:10]=[C:9]([Cl:11])[CH:8]=[CH:7][C:6]=1[O:12][CH2:13][C:14]([CH3:16])=[CH2:15])[CH3:2].Cl[C:18]1[N:23]=[N:22][C:21]([C:24]([NH2:26])=[O:25])=[CH:20][CH:19]=1.C(N(C(C)C)CC)(C)C>CN(C=O)C.O>[Cl:11][C:9]1[CH:8]=[CH:7][C:6]([O:12][CH2:13][C:14]([CH3:16])=[CH2:15])=[C:5]([CH:10]=1)[CH2:4][N:3]([C:18]1[N:23]=[N:22][C:21]([C:24]([NH2:26])=[O:25])=[CH:20][CH:19]=1)[CH2:1][CH3:2]. Procedure: A mixture of N-ethyl-5-chloro-2-(2-methylprop-2-en-1-yloxy)benzylamine (reference example 16) (13.8 g, 50 mM), 6-chloropyridazine-3-carboxamide (7.9 g, 50 mM) and di-isopropylethylamine (20.0 ml, 115 mM) in DMF (50 ml) was stirred at reflux for 16 hours. The mixture was cooled and diluted with water (200 ml) giving an oil which was allowed to settle out (1 hour). The supernatant liquor was decanted and the residual brown gum dissolved in dichloromethane (250 ml) and washed with 2N hydrochloric a... The reactants are Cl.COC=1C=C2CCN(C(C2=CC1)=O)CCN1CCC(CC1)C1=CC=CC=C1 (3,4-Dihydro-6-methoxy-2-[2-(4-phenyl-1-piperidinyl)-ethyl]-1(2H)-isoquinolinone, monohydrochloride), B(Br)(Br)Br (boron tribromide). Solvent: C(Cl)Cl (methylene chloride). Conditions: time 16 hour. The product is OC=1C=C2CCNC(C2=CC1)=O (3,4-Dihydro-6-hydroxy-1(2H)-isoquinolinone). Yield: 65.6%. As a reaction SMILES: Cl.C[O:3][C:4]1[CH:5]=[C:6]2[C:11](=[CH:12][CH:13]=1)[C:10](=[O:14])[N:9](CCN1CCC(C3C=CC=CC=3)CC1)[CH2:8][CH2:7]2.B(Br)(Br)Br>C(Cl)Cl>[OH:3][C:4]1[CH:5]=[C:6]2[C:11](=[CH:12][CH:13]=1)[C:10](=[O:14])[NH:9][CH2:8][CH2:7]2 |f:0.1|. Reported procedure: To a solution of the title A compound of Example 1 (3.8 g, 21.5 mmol; 3,4-dihydro-6-methoxy-2-[2-(4-phenyl-1-piperidinyl)-ethyl]-1(2H)-isoquinolinone, monohydrochloride) in methylene chloride (50 mL) at −78° C. was added a solution of boron tribromide (1M, 53.7 mL, 53.7 mmol) under nitrogen. The reaction mixture was stirred at for 16 hours, quenched with saturated amminium chloride solution and extracted repeatedly with EtOAc. The organic layer was dried over MgSO4 and concentrated to give the c... The reactants are BrCC#N (bromo-acetonitrile), C1CCC2=NCCCN2CC1 (DBU), NS(=O)(=O)C1=CC=C(C=C1)N=C=S (4-(aminosulfonyl)phenylisothiocyanate), N#CN (cyanamide), C1CCC2=NCCCN2CC1 (DBU). The solvent is C(C)#N (acetonitrile). Reaction conditions: time 60 minute. Yields the product NS(=O)(=O)C1=CC=C(C=C1)NC=1SC(=C(N1)N)C#N (2-(4-aminosulfonylphenyl)amino-4-amino-thiazole-5-carbonitrile). Isolated yield 49.4%. As a reaction SMILES: [NH2:1][S:2]([C:5]1[CH:10]=[CH:9][C:8]([N:11]=[C:12]=[S:13])=[CH:7][CH:6]=1)(=[O:4])=[O:3].[N:14]#[C:15][NH2:16].C1CCN2[C:20](=[N:21]CCC2)[CH2:19]C1.BrCC#N>C(#N)C>[NH2:1][S:2]([C:5]1[CH:6]=[CH:7][C:8]([NH:11][C:12]2[S:13][C:19]([C:20]#[N:21])=[C:15]([NH2:16])[N:14]=2)=[CH:9][CH:10]=1)(=[O:4])=[O:3]. Procedure: To a solution of 4-(aminosulfonyl)phenylisothiocyanate (1.12 g, 5.0 mmol) and cyanamide (0.23 g, 5.5 mmol) in acetonitrile (50 ml) was added DBU (0.83 g, 5.5 mmol), and the resulting mixture was stirred at room temperature for 60 minutes. To the reaction mixture was added bromo-acetonitrile (0.66 g, 5.5 mmol) followed by DBU (0.83 g, 5.5 mmol) 30 minutes afterward. The reaction mixture was stirred overnight at room temperature, the solvent was removed at the reduced pressure, and the residue was... Starting materials: CCN(CC)C(=O)c1ccc(C(O)c2cccc(O[Si](C)(C)C(C)(C)C)c2)cc1, C1CNCCN1, ClCCl, O=S(Cl)Cl. Yields the product CCN(CC)C(=O)c1ccc(C(c2cccc(O[Si](C)(C)C(C)(C)C)c2)N2CCNCC2)cc1. RXN SMILES: [C:1]([CH3:2])([CH3:3])([CH3:4])[Si:5]([O:6][c:7]1[cH:8][c:9]([CH:13]([c:14]2[cH:15][cH:16][c:17]([C:18](=[O:19])[N:20]([CH2:21][CH3:22])[CH2:23][CH3:24])[cH:25][cH:26]2)[OH:27])[cH:10][cH:11][cH:12]1)([CH3:28])[CH3:29].[CH2:34]1[CH2:35][NH:36][CH2:37][CH2:38][NH:39]1.[Cl:40][CH2:41][Cl:42].[S:30]([Cl:31])([Cl:32])=[O:33]>>[C:1]([CH3:2])([CH3:3])([CH3:4])[Si:5]([O:6][c:7]1[cH:8][c:9]([CH:13]([c:14]2[cH:15][cH:16][c:17]([C:18](=[O:19])[N:20]([CH2:21][CH3:22])[CH2:23][CH3:24])[cH:25][cH:26]2)[N:36]2[CH2:35][CH2:34][NH:39][CH2:38][CH2:37]2)[cH:10][cH:11][cH:12]1)([CH3:28])[CH3:29]. Starting materials: BrCCCCCCCCCOCOC (1-bromo-9-(methoxymethoxy)nonane), [Li]C=1C=CC=CC1 (PhLi), C(C1=CC=CC=C1)OC=1C(=NC(=CC1C)N1C(=CC=C1C)C)C (3-(benzyloxy)-6-(2,5-dimethyl-1H-pyrrol-1-yl)-2,4-dimethylpyridine), solution. Run in C1CCOC1 (THF), CCCCCC (hexane). Reaction conditions: temperature -78 celsius, time 30 minute. Product: C(C1=CC=CC=C1)OC=1C(=NC(=CC1C)N1C(=CC=C1C)C)CCCCCCCCCCOCOC (3-(Benzyloxy)-6-(2,5-dimethyl-1H-pyrrol-1-yl)-2-(10-(methoxymethoxy)decyl)-4-methylpyridine). As a reaction SMILES: [CH2:1]([O:8][C:9]1[C:10]([CH3:23])=[N:11][C:12]([N:16]2[C:20]([CH3:21])=[CH:19][CH:18]=[C:17]2[CH3:22])=[CH:13][C:14]=1[CH3:15])[C:2]1[CH:7]=[CH:6][CH:5]=[CH:4][CH:3]=1.Br[CH2:25][CH2:26][CH2:27][CH2:28][CH2:29][CH2:30][CH2:31][CH2:32][CH2:33][O:34][CH2:35][O:36][CH3:37].[Li]C1C=CC=CC=1>C1COCC1.CCCCCC>[CH2:1]([O:8][C:9]1[C:10]([CH2:23][CH2:25][CH2:26][CH2:27][CH2:28][CH2:29][CH2:30][CH2:31][CH2:32][CH2:33][O:34][CH2:35][O:36][CH3:37])=[N:11][C:12]([N:16]2[C:17]([CH3:22])=[CH:18][CH:19]=[C:20]2[CH3:21])=[CH:13][C:14]=1[CH3:15])[C:2]1[CH:7]=[CH:6][CH:5]=[CH:4][CH:3]=1. Procedure details: To a stirred solution at −78° C. containing 906 mg (2.95 mmol) of 3-(benzyloxy)-6-(2,5-dimethyl-1H-pyrrol-1-yl)-2,4-dimethylpyridine in 20 mL of anh. THF were added 789 mg (2.95 mmol) of 1-bromo-9-(methoxymethoxy)nonane followed by 1.99 mL (3.54 mmol) of a 1.80 M solution of PhLi in hexane. The reaction mixture was stirred at −78° C. for 30 min. then the reaction mixture was warmed to 23° C. slowly, and the reaction mixture was stirred 30 min. The reaction was quenched with satd aq ammonium chlo... Starting materials: CC([O-])=S, CC(C)(C)OC(=O)N1CCC(OS(C)(=O)=O)CC1, COC(C)(C)C, [K+], CN(C)C=O, O. The product is CC(=O)SC1CCN(C(=O)OC(C)(C)C)CC1. RXN SMILES: [C:19]([CH3:20])(=[S:21])[O-:22].[C:1]([CH3:2])([CH3:3])([CH3:4])[O:5][C:6](=[O:7])[N:8]1[CH2:9][CH2:10][CH:11]([O:14][S:15]([CH3:16])(=[O:17])=[O:18])[CH2:12][CH2:13]1.[C:25]([O:26][CH3:27])([CH3:28])([CH3:29])[CH3:30].[K+:23].[O:31]=[CH:32][N:33]([CH3:34])[CH3:35].[OH2:24]>>[C:1]([CH3:2])([CH3:3])([CH3:4])[O:5][C:6](=[O:7])[N:8]1[CH2:9][CH2:10][CH:11]([S:21][C:19]([CH3:20])=[O:22])[CH2:12][CH2:13]1.